From a dataset of the Open Reaction Database (ORD), a public repository of structured organic reaction records. describe an organic reaction: reactants, conditions, products, and yield Starting materials: [Li]CCCC, CN(C)C=O, Ic1ccc2c(c1)CCCO2, C1CCOC1. Product: O=Cc1ccc2c(c1)CCCO2. RXN SMILES: [CH3:12][CH2:13][CH2:14][CH2:15][Li:16].[CH3:17][N:18]([CH:19]=[O:20])[CH3:21].[I:1][c:2]1[cH:3][c:4]2[c:9]([cH:10][cH:11]1)[O:8][CH2:7][CH2:6][CH2:5]2.[O:22]1[CH2:23][CH2:24][CH2:25][CH2:26]1>>[c:2]1([CH:19]=[O:20])[cH:3][c:4]2[c:9]([cH:10][cH:11]1)[O:8][CH2:7][CH2:6][CH2:5]2. Reactants: N[C@@H](CCN1CCC(CC1)C=1C=C(C=CC1)NC(C(C)C)=O)C1=CC=CC=C1 (N-(3-{1-[(3S)-3-amino-3-phenylpropyl]-4-piperidinyl}phenyl)-2-methylpropanamide), S1C(=CC=C1)C(=O)Cl (2-thiophenecarbonyl chloride). Product: C(C(C)C)(=O)NC=1C=C(C=CC1)C1CCN(CC1)CC[C@@H](C1=CC=CC=C1)NC(=O)C=1SC=CC1 (N-((1S)-3-{4-[3-(ISOBUTYRYLAMINO)PHENYL]-1-PIPERIDINYL}-1-PHENYLPROPYL)-2-THIOPHENECARBOXAMIDE). As a reaction SMILES: [NH2:1][C@H:2]([C:23]1[CH:28]=[CH:27][CH:26]=[CH:25][CH:24]=1)[CH2:3][CH2:4][N:5]1[CH2:10][CH2:9][CH:8]([C:11]2[CH:12]=[C:13]([NH:17][C:18](=[O:22])[CH:19]([CH3:21])[CH3:20])[CH:14]=[CH:15][CH:16]=2)[CH2:7][CH2:6]1.[S:29]1[CH:33]=[CH:32][CH:31]=[C:30]1[C:34](Cl)=[O:35]>>[C:18]([NH:17][C:13]1[CH:12]=[C:11]([CH:8]2[CH2:9][CH2:10][N:5]([CH2:4][CH2:3][C@H:2]([NH:1][C:34]([C:30]3[S:29][CH:33]=[CH:32][CH:31]=3)=[O:35])[C:23]3[CH:24]=[CH:25][CH:26]=[CH:27][CH:28]=3)[CH2:6][CH2:7]2)[CH:16]=[CH:15][CH:14]=1)(=[O:22])[CH:19]([CH3:21])[CH3:20]. Reported procedure: Prepared by Procedure Q1 and Scheme AC using N-(3-{1-[(3S)-3-amino-3-phenylpropyl]-4-piperidinyl}phenyl)-2-methylpropanamide and 2-thiophenecarbonyl chloride: ESMS m/e: 490.2 (M+H)+.